This data is from the Open Reaction Database (ORD), a public repository of structured organic reaction records. The task is: describe an organic reaction: reactants, conditions, products, and yield The reactants are C(C1=CC=CC=C1)OC(=O)C1=C(N=C(NC1C1=CC(=C(C=C1)F)F)OC)CC ((−)-5-(benzyloxycarbonyl)-1,6-dihydro-2-methoxy-4-ethyl-6-(3,4-diflurophenyl)pyrimidine), ClC(=O)OC (methyl chloroformate), N1=CN=CC=C1 (pyrimidine). The reagents and catalysts are CN(C)C1=CC=NC=C1 (4-(N,N-dimethylamino)pyridine). Run in C(Cl)Cl (CH2Cl2). The product is C(C1=CC=CC=C1)OC(=O)C1=C(N=C(N(C1C1=CC(=C(C=C1)F)F)C(=O)OC)OC)CC ((−)-5-(benzyloxycarbonyl)-4-ethyl-1,6-dihydro-2-methoxy-6-(3,4-difluorophenyl)-1-[methoxycarbonyl]pyrimidine). The yield is 67.5%. RXN SMILES: N1C=CC=NC=1.[CH2:7]([O:14][C:15]([C:17]1[CH:22]([C:23]2[CH:28]=[CH:27][C:26]([F:29])=[C:25]([F:30])[CH:24]=2)[NH:21][C:20]([O:31][CH3:32])=[N:19][C:18]=1[CH2:33][CH3:34])=[O:16])[C:8]1[CH:13]=[CH:12][CH:11]=[CH:10][CH:9]=1.Cl[C:36]([O:38][CH3:39])=[O:37]>CN(C1C=CN=CC=1)C.C(Cl)Cl>[CH2:7]([O:14][C:15]([C:17]1[CH:22]([C:23]2[CH:28]=[CH:27][C:26]([F:29])=[C:25]([F:30])[CH:24]=2)[N:21]([C:36]([O:38][CH3:39])=[O:37])[C:20]([O:31][CH3:32])=[N:19][C:18]=1[CH2:33][CH3:34])=[O:16])[C:8]1[CH:13]=[CH:12][CH:11]=[CH:10][CH:9]=1. Procedure: (−)-5-(Benzyloxycarbonyl)-4-ethyl-1,6-dihydro-2-methoxy-6-(3,4-difluorophenyl)-1-methoxycarbonyl]pyrimidine. To a well stirred solution of (−)-5-(benzyloxycarbonyl)-1,6-dihydro-2-methoxy-4-ethyl-6-(3,4-diflurophenyl)pyrimidine (0.6 g, 1.5 mmol) and 4-(N,N-dimethylamino)pyridine (0.32 g, 2.66 mmol) in CH2Cl2 (6 mL) was added methyl chloroformate (0.2 mL, 2.66 mmol) at room temperature. The solvent was removed in vacuo and the residue was purified by column chromatography on silica gel with 3:1 Pe... The reactants are C1(C=2C(C(N1CCOCC(C)(COCCN1C(C=3C(C1=O)=CC=CC3)=O)COCCN3C(C=1C(C3=O)=CC=CC1)=O)=O)=CC=CC2)=O (1,1,1-tris(phthalimidoethoxymethyl)ethane), 50C, solution, O.NN (hydrazine hydrate). Run in C(C)O (ethanol). Run at temperature 50 celsius. Yields the product NCCOCC(C)(COCCN)COCCN (1,1,1-tris(aminoethoxymethyl)ethane). Isolated yield 82.9%. RXN SMILES: C1(=O)[N:5]([CH2:6][CH2:7][O:8][CH2:9][C:10]([CH2:27][O:28][CH2:29][CH2:30][N:31]2C(=O)C3=CC=CC=C3C2=O)([CH2:12][O:13][CH2:14][CH2:15][N:16]2C(=O)C3=CC=CC=C3C2=O)[CH3:11])C(=O)C2=CC=CC=C12.O.NN>C(O)C>[NH2:31][CH2:30][CH2:29][O:28][CH2:27][C:10]([CH2:9][O:8][CH2:7][CH2:6][NH2:5])([CH2:12][O:13][CH2:14][CH2:15][NH2:16])[CH3:11] |f:1.2|. Procedure details: A solution of 1,1,1-tris(phthalimidoethoxymethyl)ethane (4.0 g, 6.30 mmol) in 100 mL of absolute ethanol was heated to 50C. Then a 55% solution of hydrazine hydrate (3.7 mL, 63.00 mmol) was added dropwise and the resulting mixture was heated at 50° C. for 5 hrs. The reaction was cooled to 25° C. and the solids were filtered. The filtrate was evaporated to give an oil which was purified over reversed phase packing (C-18) using a methanol/water gradient as eluant to yield 1,1,1-tris(aminoethoxymet... As a reaction SMILES: Cl.[C:2]([C:6]1[CH:11]=[CH:10][C:9]([NH:12][NH2:13])=[CH:8][CH:7]=1)([CH3:5])([CH3:4])[CH3:3].C(=O)([O-])O.[Na+]>>[C:2]([C:6]1[CH:7]=[CH:8][C:9]([NH:12][NH2:13])=[CH:10][CH:11]=1)([CH3:5])([CH3:3])[CH3:4] |f:0.1,2.3|. The product is C(C)(C)(C)C1=CC=C(C=C1)NN (4-tert-butylphenylhydrazine). The reactants are Cl.C(C)(C)(C)C1=CC=C(C=C1)NN (4-tert-Butylphenylhydrazine hydrochloride), C(O)([O-])=O.[Na+] (sodium hydrogen carbonate). Procedure: 4-tert-Butylphenylhydrazine hydrochloride (5.0 g) was added to an aqueous sodium hydrogen carbonate solution and the mixture was extracted with ethyl acetate. The extract was dried over magnesium sulfate and evaporated under reduced pressure to give 4-tert-butylphenylhydrazine. A mixture of the hydrazine (4.2 g) obtained above procedure and ethyl pyruvate (3.2 g) in benzene (70 ml) was stirred under reflux azeotropically for 2 hours. After cooling, a solution of p-toluenesulfonic acid in benzene... The reactants are COC1=C(CN2C(N(CC3=C2C=CC=N3)C3CCN(CC3)C(=O)OC(C)(C)C)=O)C=CC(=C1)OC (tert-Butyl 4-[1-(2,4-dimethoxybenzyl)-2-oxo-1,4-dihydropyrido[3,2-d]pyrimidin-3(2H)-yl]piperidine-1-carboxylate), FC(C(=O)O)(F)F (trifluoroacetic acid). Conditions: time 8 hour. Yields the product C(=O)(C(F)(F)F)O (TFA), N1C(N=CC=C1)=O (pyrimidin-2(1H)-one). Reaction SMILES: COC1C=C(OC)C=CC=1C[N:6]1[C:11]2C=CC=N[C:10]=2[CH2:9][N:8](C2CCN(C(OC(C)(C)C)=O)CC2)[C:7]1=[O:29].[F:36][C:37]([F:42])([F:41])[C:38]([OH:40])=[O:39]>>[C:38]([OH:40])([C:37]([F:42])([F:41])[F:36])=[O:39].[NH:8]1[CH:9]=[CH:10][CH:11]=[N:6][C:7]1=[O:29]. Reported procedure: tert-Butyl 4-[1-(2,4-dimethoxybenzyl)-2-oxo-1,4-dihydropyrido[3,2-d]pyrimidin-3(2H)-yl]piperidine-1-carboxylate (0.10 g, 0.21 mmol) was dissolved in trifluoroacetic acid (5 mL) and stirred overnight. The reaction was concentrated to afford the bis-TFA salt of the title compound (0.048 g). MS 233.2 (M+1). The reactants are O=C=NC(=O)Cc1ccc(F)cc1, CN1CCN(C2CCN(C(=O)Nc3cc(Oc4ccc(N)cc4F)ccn3)CC2)CC1, C1CCOC1. Product: CN1CCN(C2CCN(C(=O)Nc3cc(Oc4ccc(NC(=O)NC(=O)Cc5ccc(F)cc5)cc4F)ccn3)CC2)CC1. RXN SMILES: [F:32][c:33]1[cH:34][cH:35][c:36]([CH2:39][C:40](=[O:41])[N:42]=[C:43]=[O:44])[cH:37][cH:38]1.[NH2:1][c:2]1[cH:3][c:4]([F:31])[c:5]([O:6][c:7]2[cH:8][c:9]([NH:13][C:14](=[O:15])[N:16]3[CH2:17][CH2:18][CH:19]([N:22]4[CH2:23][CH2:24][N:25]([CH3:28])[CH2:26][CH2:27]4)[CH2:20][CH2:21]3)[n:10][cH:11][cH:12]2)[cH:29][cH:30]1.[O:45]1[CH2:46][CH2:47][CH2:48][CH2:49]1>>[NH:1]([c:2]1[cH:3][c:4]([F:31])[c:5]([O:6][c:7]2[cH:8][c:9]([NH:13][C:14](=[O:15])[N:16]3[CH2:17][CH2:18][CH:19]([N:22]4[CH2:23][CH2:24][N:25]([CH3:28])[CH2:26][CH2:27]4)[CH2:20][CH2:21]3)[n:10][cH:11][cH:12]2)[cH:29][cH:30]1)[C:43]([NH:42][C:40]([CH2:39][c:36]1[cH:35][cH:34][c:33]([F:32])[cH:38][cH:37]1)=[O:41])=[O:44].